Task: describe an organic reaction: reactants, conditions, products, and yield. Dataset: the Open Reaction Database (ORD), a public repository of structured organic reaction records The solvent is ClCCl (dichloromethane), ClCCl (dichloromethane). Starting materials: FC(C(=O)OCC)(F)F (ethyl trifluoroacetate), NCCCCCCO (6-aminohexanol), O (Water). Product: FC(C(=O)NCCCCCCO)(F)F (N-Trifluoroacetyl-6-aminohexanol). RXN SMILES: [NH2:1][CH2:2][CH2:3][CH2:4][CH2:5][CH2:6][CH2:7][OH:8].[F:9][C:10]([F:17])([F:16])[C:11](OCC)=[O:12].O>ClCCl>[F:9][C:10]([F:17])([F:16])[C:11]([NH:1][CH2:2][CH2:3][CH2:4][CH2:5][CH2:6][CH2:7][OH:8])=[O:12]. Reported procedure: 6-aminohexanol (11.7 g; 100 mmol) is dissolved in dry dichloromethane (100 mL) and drop wise added ethyl trifluoroacetate (15 g; 105 mmol) in dry dichloromethane (50 mL) (˜30 min), and the mixture is stirred overnight. Water (10 ml) is added, and the mixture is stirred for 30 min. The solution is washed with water (2×100 mL), dried (Na2SO4), and concentrated. The residue is redissolved in acetonitrile (100 μL) and concentrated. The residue is placed on vacuum overnight, and a white crystalline s... Run at time 8 hour. Reactants: P(=O)(Cl)(Cl)Cl (phosphorus oxychloride), COC1=CC=C(C=C1)C=1OC(=C([N+]1[O-])C)C (2-(4-Methoxy-phenyl)-4,5-dimethyl-oxazole 3-oxide), N (ammonia). Run in C(Cl)(Cl)Cl (chloroform). Conditions: temperature 0 celsius. The product is ClCC=1N=C(OC1C)C1=CC=C(C=C1)OC (4-Chloromethyl-2-(4-methoxy-phenyl)-5-methyl-oxazole). Reaction SMILES: [CH3:1][O:2][C:3]1[CH:8]=[CH:7][C:6]([C:9]2[O:10][C:11]([CH3:16])=[C:12]([CH3:15])[N+:13]=2[O-])=[CH:5][CH:4]=1.P(Cl)(Cl)([Cl:19])=O.N>C(Cl)(Cl)Cl>[Cl:19][CH2:15][C:12]1[N:13]=[C:9]([C:6]2[CH:7]=[CH:8][C:3]([O:2][CH3:1])=[CH:4][CH:5]=2)[O:10][C:11]=1[CH3:16]. Procedure: 82 g of 2-(4-Methoxy-phenyl)-4,5-dimethyl-oxazole 3-oxide are dissolved in 400 ml of chloroform, 37.4 ml of phosphorus oxychloride are added and the mixture is, under reflux, heated at the boil for 30 minutes. The reaction mixture is cooled to 0° C., the pH is made slightly alkaline using ammonia and the mixture is extracted three times with in each case 100 ml of ethyl acetate. The combined organic phases are washed with water and dried over MgSO4, and the solvent then removed under reduced pre... The reactants are [H-].[Na+] (sodium hydride), CN(S(=O)(=O)C1=CC=2NC3=CC=C(C=C3SC2C=C1)F)C (N,N-dimethyl-7-fluoro-phenothiazine-2-sulphonamide), ClCCCN1CCN(CC1)C (1-(3-chloropropyl)-4-methylpiperazine). Run in CN(C=O)C (dimethylformamide). Run at time 1 hour. Yields the product CN(S(=O)(=O)C1=CC=2N(C3=CC=C(C=C3SC2C=C1)F)CCCN1CCN(CC1)C)C (2-dimethylsulphamoyl-7-fluoro-10-(3-(4-methylpiperazin-1-yl)propyl)phenothiazine). Isolated yield 75.6%. RXN SMILES: [CH3:1][N:2]([CH3:21])[S:3]([C:6]1[CH:19]=[CH:18][C:17]2[S:16][C:15]3[C:10](=[CH:11][CH:12]=[C:13]([F:20])[CH:14]=3)[NH:9][C:8]=2[CH:7]=1)(=[O:5])=[O:4].[H-].[Na+].Cl[CH2:25][CH2:26][CH2:27][N:28]1[CH2:33][CH2:32][N:31]([CH3:34])[CH2:30][CH2:29]1>CN(C)C=O>[CH3:1][N:2]([CH3:21])[S:3]([C:6]1[CH:19]=[CH:18][C:17]2[S:16][C:15]3[C:10](=[CH:11][CH:12]=[C:13]([F:20])[CH:14]=3)[N:9]([CH2:25][CH2:26][CH2:27][N:28]3[CH2:33][CH2:32][N:31]([CH3:34])[CH2:30][CH2:29]3)[C:8]=2[CH:7]=1)(=[O:4])=[O:5] |f:1.2|. Reported procedure: 12 grams of N,N-dimethyl-7-fluoro-phenothiazine-2-sulphonamide were dissolved in 50 milliliters of dry dimethylformamide, 1.9 grams of 50% sodium hydride in oil added and the mixture stirred for 1 hour. 7.2 grams of 1-(3-chloropropyl)-4-methylpiperazine were then added and the mixture heated for two hours on a steam bath. Then the mixture was poured onto crushed ice, the resulting mixture extracted with ether, the ether phase washed, dried over anhydrous magnesium sulphate and the ether evaporat... Reactants: CI (methyl iodide), C(#N)C1=CC=C(CN=C(C2=CC=CC=C2)C2=CC=CC=C2)C=C1 (N-(p-cyanobenzyl)benzophenone imine), C(C)(C)[N-]C(C)C.[Li+] (lithium diisopropylamide), C(C)(C)NC(C)C (diisopropylamine), C(CCC)[Li] (butyllithium). Solvent: CCOCC (ether), O (water), CCCCCC (hexane), O1CCCC1 (tetrahydrofuran). Reaction conditions: time 8 hour. The product is C(#N)C1=CC=C(C=C1)C(C)N (1-(4-Cyanophenyl)ethylamine). As a reaction SMILES: [C:1]([C:3]1[CH:23]=[CH:22][C:6]([CH2:7][N:8]=C(C2C=CC=CC=2)C2C=CC=CC=2)=[CH:5][CH:4]=1)#[N:2].[CH:24]([N-]C(C)C)(C)C.[Li+].C(NC(C)C)(C)C.C([Li])CCC.CI>CCCCCC.CCOCC.O.O1CCCC1>[C:1]([C:3]1[CH:4]=[CH:5][C:6]([CH:7]([NH2:8])[CH3:24])=[CH:22][CH:23]=1)#[N:2] |f:1.2|. Procedure details: 20.7 g (0.07 mmol) of N-(p-cyanobenzyl)benzophenone imine were added dropwise to a solution of lithium diisopropylamide prepared from 8.15 g (0.08 mol) of diisopropylamine and 48.3 ml (0.08 mol) of 15% strength solution of butyllithium in hexane—in 100 ml of abs. tetrahydrofuran, at −70° C., and the mixture was stirred for 15 minutes. Then 9.94 g (0.07 mol) of methyl iodide were added dropwise, and the temperature of the reaction mixture was allowed to rise to room temperature. After addition of... The reactants are CCCCP(CCCC)CCCC, CCOC(=O)C(Cc1ccc(O)cc1)OCC, O=C(N=NC(=O)N1CCCCC1)N1CCCCC1, OCC=CC#Cc1ccccc1, c1ccccc1. Yields the product CCOC(=O)C(Cc1ccc(OCC=CC#Cc2ccccc2)cc1)OCC. Reaction SMILES: [CH2:13]([P:14]([CH2:15][CH2:16][CH2:17][CH3:18])[CH2:19][CH2:20][CH2:21][CH3:22])[CH2:23][CH2:24][CH3:25].[CH2:26]([CH3:27])[O:28][C:29]([CH:30]([CH2:31][c:32]1[cH:33][cH:34][c:35]([OH:38])[cH:36][cH:37]1)[O:39][CH2:40][CH3:41])=[O:42].[N:43]([C:44]([N:45]1[CH2:46][CH2:47][CH2:48][CH2:49][CH2:50]1)=[O:51])=[N:52][C:53]([N:54]1[CH2:55][CH2:56][CH2:57][CH2:58][CH2:59]1)=[O:60].[c:1]1([C:7]#[C:8][CH:9]=[CH:10][CH2:11][OH:12])[cH:2][cH:3][cH:4][cH:5][cH:6]1.[cH:61]1[cH:62][cH:63][cH:64][cH:65][cH:66]1>>[c:1]1([C:7]#[C:8][CH:9]=[CH:10][CH2:11][O:12][c:35]2[cH:34][cH:33][c:32]([CH2:31][CH:30]([C:29]([O:28][CH2:26][CH3:27])=[O:42])[O:39][CH2:40][CH3:41])[cH:37][cH:36]2)[cH:2][cH:3][cH:4][cH:5][cH:6]1. Starting materials: CC(=O)O, CCOC(=O)c1cnc2c([N+](=O)[O-])c(Cl)c(F)cc2c1O, [Fe]. Product: CCOC(=O)c1cnc2c(N)c(Cl)c(F)cc2c1O. Reaction SMILES: [CH3:22][C:23](=[O:24])[OH:25].[Cl:1][c:2]1[c:3]([F:21])[cH:4][c:5]2[c:6]([OH:20])[c:7]([C:15](=[O:16])[O:17][CH2:18][CH3:19])[cH:8][n:9][c:10]2[c:11]1[N+:12]([O-:13])=[O:14].[Fe:26]>>[Cl:1][c:2]1[c:3]([F:21])[cH:4][c:5]2[c:6]([OH:20])[c:7]([C:15](=[O:16])[O:17][CH2:18][CH3:19])[cH:8][n:9][c:10]2[c:11]1[NH2:12].